From a dataset of the Open Reaction Database (ORD), a public repository of structured organic reaction records. describe an organic reaction: reactants, conditions, products, and yield The reactants are [Br-], C1CCCCC1, CCCC[N+](CCCC)(CCCC)CCCC, COc1cc(-n2nc(C)[nH]c2=O)c(F)cc1Cl, FC(F)Cl, [Na+], [OH-]. The product is COc1cc(-n2nc(C)n(C(F)F)c2=O)c(F)cc1Cl. As a reaction SMILES: [Br-:24].[CH2:42]1[CH2:43][CH2:44][CH2:45][CH2:46][CH2:47]1.[CH3:25][CH2:26][CH2:27][CH2:28][N+:29]([CH2:30][CH2:31][CH2:32][CH3:33])([CH2:34][CH2:35][CH2:36][CH3:37])[CH2:38][CH2:39][CH2:40][CH3:41].[Cl:1][c:2]1[cH:3][c:4]([F:17])[c:5](-[n:10]2[n:11][c:12]([CH3:16])[nH:13][c:14]2=[O:15])[cH:6][c:7]1[O:8][CH3:9].[Cl:20][CH:21]([F:22])[F:23].[Na+:19].[OH-:18]>>[Cl:1][c:2]1[cH:3][c:4]([F:17])[c:5](-[n:10]2[n:11][c:12]([CH3:16])[n:13]([CH:21]([F:22])[F:23])[c:14]2=[O:15])[cH:6][c:7]1[O:8][CH3:9]. The reactants are BrC1OC(=O)C2=CC=CC=C12 (3-bromophthalide), C(C(C)C)C1=CC=C(C=C1)C(C(=O)[O-])C.[K+] (potassium 2-(4-isobutylphenyl)propionate), ice water. Solvent: CN(C=O)C (dimethylformamide). Product: C(C(C)C)C1=CC=C(C=C1)C(C(=O)OC1OC(=O)C2=CC=CC=C12)C (phthalidyl 2-(4-isobutylphenyl)propionate). Isolated yield 69.8%. RXN SMILES: Br[CH:2]1[C:11]2[C:6](=[CH:7][CH:8]=[CH:9][CH:10]=2)[C:4](=[O:5])[O:3]1.[CH2:12]([C:16]1[CH:21]=[CH:20][C:19]([CH:22]([CH3:26])[C:23]([O-:25])=[O:24])=[CH:18][CH:17]=1)[CH:13]([CH3:15])[CH3:14].[K+]>CN(C)C=O>[CH2:12]([C:16]1[CH:17]=[CH:18][C:19]([CH:22]([CH3:26])[C:23]([O:25][CH:2]2[C:11]3[C:6](=[CH:7][CH:8]=[CH:9][CH:10]=3)[C:4](=[O:5])[O:3]2)=[O:24])=[CH:20][CH:21]=1)[CH:13]([CH3:15])[CH3:14] |f:1.2|. Procedure: To a solution of 10.65 g of 3-bromophthalide in 100 ml of dimethylformamide is added 12.2 g of potassium 2-(4-isobutylphenyl)propionate under stirring at room temperature. The reaction mixture is stirred 24 hours at room temperature, and then poured into 500 ml of ice water. After extraction with chloroform, the organic phase is washed with an aqueous solution of sodium bicarbonate, then with water and finally dried on anhydrous sodium sulfate and evaporated to dryness. The residue, crystallized... Starting materials: CCN, CC(C)(C)c1cc([N+](=O)[O-])c(Cl)c([N+](=O)[O-])c1. Yields the product CCNc1c([N+](=O)[O-])cc(C(C)(C)C)cc1[N+](=O)[O-]. RXN SMILES: [CH3:1][CH2:2][NH2:3].[N+:4](=[O:5])([O-:6])[c:7]1[c:8]([Cl:20])[c:9]([N+:17](=[O:18])[O-:19])[cH:10][c:11]([C:13]([CH3:14])([CH3:15])[CH3:16])[cH:12]1>>[CH3:1][CH2:2][NH:3][c:8]1[c:7]([N+:4](=[O:5])[O-:6])[cH:12][c:11]([C:13]([CH3:14])([CH3:15])[CH3:16])[cH:10][c:9]1[N+:17](=[O:18])[O-:19]. Conditions: time 1 hour. Yields the product CN(CCNC)CC=1C=NC=CC1 (N,N'-dimethyl-N-(3-pyridylmethyl)ethylenediamine). The reactants are CNCCNC (N,N'-dimethylethylenediamine), N1=CC(=CC=C1)CCl (3-picolyl chloride). Yield: 47.3%. As a reaction SMILES: [CH3:1][NH:2][CH2:3][CH2:4][NH:5][CH3:6].[N:7]1[CH:12]=[CH:11][CH:10]=[C:9]([CH2:13]Cl)[CH:8]=1>>[CH3:1][N:2]([CH2:13][C:9]1[CH:8]=[N:7][CH:12]=[CH:11][CH:10]=1)[CH2:3][CH2:4][NH:5][CH3:6]. Procedure details: To 7.50 gm of N,N'-dimethylethylenediamine which has been cooled in an ice-ethanol bath is added portionwise over a 30 minute period 1.40 gm of 3-picolyl chloride. After stirring cold for 1 hour after the addition is completed, the reaction mixture is concentrated in vacuo and the residue partitioned between 50 ml of ether and 10 ml of 5N NaOH solution. The organic layer is separated and the aqueous layer extracted 2 times with 50 ml of ether. The combined organic extracts are dried through sodi... Starting materials: [BH4-], CCO, CN=Cc1cccc(OCSC)c1, [Na+]. The product is CNCc1cccc(OCSC)c1. Reaction SMILES: [BH4-:14].[CH3:16][CH2:17][OH:18].[CH3:1][N:2]=[CH:3][c:4]1[cH:5][c:6]([O:10][CH2:11][S:12][CH3:13])[cH:7][cH:8][cH:9]1.[Na+:15]>>[CH3:1][NH:2][CH2:3][c:4]1[cH:5][c:6]([O:10][CH2:11][S:12][CH3:13])[cH:7][cH:8][cH:9]1. Reactants: C[Si](C)(C)C#N (Trimethylsilyl cyanide), COC(C=1N=C(OC1)C1=CC=C(C=C1)F)OC (4-(dimethoxymethyl)-2-(4-fluorophenyl)oxazole), B(F)(F)F.CCOCC (boron trifluoride diethyl etherate). Conditions: time 20 minute. Product: FC1=CC=C(C=C1)C=1OC=C(N1)C(C#N)OC (2-(2-(4-fluorophenyl)oxazol-4-yl)-2-methoxyacetonitrile). Isolated yield 25.5%. RXN SMILES: C[Si]([C:5]#[N:6])(C)C.[CH3:7][O:8][CH:9](OC)[C:10]1[N:11]=[C:12]([C:15]2[CH:20]=[CH:19][C:18]([F:21])=[CH:17][CH:16]=2)[O:13][CH:14]=1.B(F)(F)F.CCOCC>>[F:21][C:18]1[CH:17]=[CH:16][C:15]([C:12]2[O:13][CH:14]=[C:10]([CH:9]([O:8][CH3:7])[C:5]#[N:6])[N:11]=2)=[CH:20][CH:19]=1 |f:2.3|. Procedure details: Trimethylsilyl cyanide (4.13 g, 41.76 mmol) was added to a solution of 4-(dimethoxymethyl)-2-(4-fluorophenyl)oxazole (400 mg, 1.69 mmol) at room temperature, followed by boron trifluoride diethyl etherate (37 mg, 0.26 mmol). The reaction mixture was stirred for 20 min, quenched with saturated aqueous NaHCO3 solution, and extracted with EtOAc. The combined extracts were washed with H2O and brine, dried over anhydrous sodium sulfate, and concentrated under reduced pressure. The crude product was p... The reactants are CCCCC1(N2CCCC2)CCC2(CC1)OCCO2, CC(C)=O, Cl, [Na+], [OH-], O. Yields the product CCCCC1(N2CCCC2)CCC(=O)CC1. Reaction SMILES: [CH2:3]([CH2:4][CH2:5][CH3:6])[C:7]1([N:17]2[CH2:18][CH2:19][CH2:20][CH2:21]2)[CH2:8][CH2:9][C:10]2([O:11][CH2:14][CH2:13][O:12]2)[CH2:15][CH2:16]1.[CH3:24][C:25](=[O:26])[CH3:27].[ClH:2].[Na+:23].[OH-:22].[OH2:1]>>[CH2:3]([CH2:4][CH2:5][CH3:6])[C:7]1([N:17]2[CH2:18][CH2:19][CH2:20][CH2:21]2)[CH2:8][CH2:9][C:10](=[O:11])[CH2:15][CH2:16]1. Starting materials: C(C)C=1N(C(=C(N1)C(C)(C)O)C(=O)OCOC(C(C)(C)C)=O)CC1=CC=C(C=C1)C1=C(C=CC=C1)C1=NN=NN1C(C1=CC=CC=C1)(C1=CC=CC=C1)C1=CC=CC=C1 (pivaloyloxymethyl 2-ethyl-4-(1-hydroxy-1-methylethyl)-1-{4-[2-(trityltetrazole-5-yl)phenyl]phenyl}methylimidazole-5-carboxylate). The solvent is C(C)(=O)O (acetic acid). Yields the product C(C)C=1N(C(=C(N1)C(C)(C)O)C(=O)OCOC(C(C)(C)C)=O)CC1=CC=C(C=C1)C1=C(C=CC=C1)C1=NN=NN1 (Pivaloyloxymethyl 2-ethyl-4-(1-hydroxy-1-methylethyl)-1-{4-[2-(tetrazole-5-yl)phenyl]phenyl}methylimidazole-5-carboxylate). The yield is 97.0%. Reaction SMILES: [CH2:1]([C:3]1[N:4]([CH2:23][C:24]2[CH:29]=[CH:28][C:27]([C:30]3[CH:35]=[CH:34][CH:33]=[CH:32][C:31]=3[C:36]3[N:40](C(C4C=CC=CC=4)(C4C=CC=CC=4)C4C=CC=CC=4)[N:39]=[N:38][N:37]=3)=[CH:26][CH:25]=2)[C:5]([C:12]([O:14][CH2:15][O:16][C:17](=[O:22])[C:18]([CH3:21])([CH3:20])[CH3:19])=[O:13])=[C:6]([C:8]([OH:11])([CH3:10])[CH3:9])[N:7]=1)[CH3:2]>C(O)(=O)C>[CH2:1]([C:3]1[N:4]([CH2:23][C:24]2[CH:29]=[CH:28][C:27]([C:30]3[CH:35]=[CH:34][CH:33]=[CH:32][C:31]=3[C:36]3[NH:40][N:39]=[N:38][N:37]=3)=[CH:26][CH:25]=2)[C:5]([C:12]([O:14][CH2:15][O:16][C:17](=[O:22])[C:18]([CH3:21])([CH3:19])[CH3:20])=[O:13])=[C:6]([C:8]([OH:11])([CH3:9])[CH3:10])[N:7]=1)[CH3:2]. Procedure details: Following a procedure similar to that described in Example 78(b), but using 2.53 g of pivaloyloxymethyl 2-ethyl-4-(1-hydroxy-1-methylethyl)-1-{4-[2-(trityltetrazole-5-yl)phenyl]phenyl}methylimidazole-5-carboxylate [prepared as described in step (a) above] and 28 ml of 75% v/v aqueous acetic acid, 1.70 g of the title compound was obtained as a glass. Starting materials: tetra acetate, FC=1C=CC(=NC1)NC(C1=CN=CC=C1C)=N (N-(5-fluoro-pyridin-2-yl)-4-methyl-nicotinamidine). Solvent: O (water), C1(=CC=CC=C1)C (toluene). Reaction conditions: temperature 150 celsius. The product is FC=1C=CC=2N(C1)N=C(N2)C=2C=NC=CC2C (6-fluoro-2-(4-methyl-pyridin-3-yl)-[1,2,4]triazolo[1,5-a]pyridine). As a reaction SMILES: [F:1][C:2]1[CH:3]=[CH:4][C:5]([NH:8][C:9](=[NH:17])[C:10]2[C:15]([CH3:16])=[CH:14][CH:13]=[N:12][CH:11]=2)=[N:6][CH:7]=1>C1(C)C=CC=CC=1.O>[F:1][C:2]1[CH:3]=[CH:4][C:5]2[N:6]([N:17]=[C:9]([C:10]3[CH:11]=[N:12][CH:13]=[CH:14][C:15]=3[CH3:16])[N:8]=2)[CH:7]=1. Procedure details: Lead tetra acetate (0.0693 g, 0.000156 mol) was added to a solution of N-(5-fluoro-pyridin-2-yl)-4-methyl-nicotinamidine (22-1; 0.360 g, crude 0.000156 mol) in toluene (10 mL) in a 40 mL microwave vial at RT. The reaction mixture heated to 150° C. for 1.5 h under microwave irradiation. The reaction mixture cooled to RT, diluted with water (50 mL) and extracted with ethyl acetate (2×50 mL). The combined organic layers were dried over sodium sulphate and concentrated under vacuum to afford the cru... The reactants are COC(CC(CCCC)=O)=O (3-oxo-heptanoic acid methyl ester), S(=O)(=O)(Cl)Cl (sulfurylchloride). The solvent is ClCCl (dichloromethane). Reaction conditions: time 30 minute. Yields the product COC(C(C(CCCC)=O)Cl)=O (2-chloro-3-oxo-heptanoic acid methyl ester). As a reaction SMILES: [CH3:1][O:2][C:3](=[O:11])[CH2:4][C:5](=[O:10])[CH2:6][CH2:7][CH2:8][CH3:9].S(Cl)([Cl:15])(=O)=O>ClCCl>[CH3:1][O:2][C:3](=[O:11])[CH:4]([Cl:15])[C:5](=[O:10])[CH2:6][CH2:7][CH2:8][CH3:9]. Procedure: To a solution of 3-oxo-heptanoic acid methyl ester (5.0 g, 31.6 mmol) in dry dichloromethane (80 mL) add sulfurylchloride (2.82 mL). Stir the reaction mixture at room temperature for 30 minutes then add water (20 mL) and the reaction mixture extracted five times with portions of 30 mL of dichloromethane. Wash the combined organic extracts with water, saturated aqueous solution of NaHCO3 and brine and then dry over MgSO4. Remove the solvent under reduced pressure to give 2-chloro-3-oxo-heptanoic ...